From a dataset of the Open Reaction Database (ORD), a public repository of structured organic reaction records. describe an organic reaction: reactants, conditions, products, and yield The reactants are C(C1=CC=CC=C1)OC(=O)N[C@@H]([C@H](OCC1=CC=CC=C1)C)C(=O)OC[C@H](NC(C(F)(F)F)=O)C(=O)OCC1=CC=CC=C1 (Benzyl O-(N-benzyloxycarbonyl-O-benzyl-L-threonyl)-N-(trifluoroacetyl)-L-serinate), [H][H] (hydrogen). Reagents/catalysts: [Pd] (palladium on activated carbon). Run in C(C)(=O)O (acetic acid). The product is N[C@@H]([C@H](O)C)C(=O)OC[C@H](NC(C(F)(F)F)=O)C(=O)O (O-(L-threonyl)-N-(trifluoroacetyl)-L-serine). Isolated yield 93.9%. Reaction SMILES: C(OC([NH:11][C@H:12]([C:23]([O:25][CH2:26][C@@H:27]([C:35]([O:37]CC1C=CC=CC=1)=[O:36])[NH:28][C:29](=[O:34])[C:30]([F:33])([F:32])[F:31])=[O:24])[C@@H:13]([CH3:22])[O:14]CC1C=CC=CC=1)=O)C1C=CC=CC=1.[H][H]>C(O)(=O)C.[Pd]>[NH2:11][C@H:12]([C:23]([O:25][CH2:26][C@@H:27]([C:35]([OH:37])=[O:36])[NH:28][C:29](=[O:34])[C:30]([F:33])([F:32])[F:31])=[O:24])[C@@H:13]([CH3:22])[OH:14]. Reported procedure: Benzyl O-(N-benzyloxycarbonyl-O-benzyl-L-threonyl)-N-(trifluoroacetyl)-L-serinate (500 mg) was dissolved in acetic acid (10 ml) and the solution was hydrogenated over 10% palladium on activated carbon at 40 psi (500 mg) under 3 atomospheric pressure of hydrogen at room temperature for 1 hour. The mixture was filtered and the filtrate was evaporated to dryness. The residue was dissolved in a small amount of methanol and the solution was diluted with diethyl ether to give a white precipitate. The ... The reactants are ClC1=CC(=NC(=C1)C)C (4-chloro-2,6-dimethylpyridine), FC(C(=O)O)(F)F (trifluoroacetic acid), S(O)(O)(=O)=O (sulfuric acid), C1CC(=O)N(C1=O)Br (NBS), [OH-].[Na+] (sodium hydroxide). Conditions: time 12 hour. The product is BrC=1C(=NC(=CC1Cl)C)C (3-bromo-4-chloro-2,6-dimethylpyridine). Isolated yield 21.4%. RXN SMILES: [Cl:1][C:2]1[CH:7]=[C:6]([CH3:8])[N:5]=[C:4]([CH3:9])[CH:3]=1.FC(F)(F)C(O)=O.S(=O)(=O)(O)O.C1C(=O)N([Br:29])C(=O)C1.[OH-].[Na+]>>[Br:29][C:3]1[C:4]([CH3:9])=[N:5][C:6]([CH3:8])=[CH:7][C:2]=1[Cl:1] |f:4.5|. Procedure details: 4-chloro-2,6-dimethylpyridine (1.5 g) was added to a mixed solvent of trifluoroacetic acid (3 mL) and concentrated sulfuric acid (6 mL). NBS (22 g) was added to the solution, and the mixture was stirred at room temperature for 12 hours. A 5 N aqueous sodium hydroxide solution was added to the reaction mixture, followed by separation with ethyl acetate. The organic layer was washed with brine and then dried over anhydrous magnesium sulfate. The desiccant was removed by filtration, and the filtrat... The reactants are C(=C)C=1C(=CN=C2C=CC(=NC12)OC)F (8-ethenyl-7-fluoro-2-(methyloxy)-1,5-naphthyridine), O[C@H]1[C@@H](CNC1)CNC(OCC1=CC=CC=C1)=O (phenylmethyl(±)-{[trans-4-hydroxy-3-pyrrolidinyl]methyl}carbamate). Solvent: CCO (EtOH). Yields the product C1(=CC=CC=C1)COC(NC[C@@H]1CN(C[C@H]1O)CCC1=C(C=NC2=CC=C(N=C12)OC)F)=O ((±)-phenylmethyl[(trans-1-{2-[3-fluoro-6-(methyloxy)-1,5-naphthyridin-4-yl]ethyl}-4-hydroxy-3-pyrrolidinyl)methyl]carbamate). Isolated yield 97.9%. As a reaction SMILES: [CH:1]([C:3]1[C:4]([F:15])=[CH:5][N:6]=[C:7]2[C:12]=1[N:11]=[C:10]([O:13][CH3:14])[CH:9]=[CH:8]2)=[CH2:2].[OH:16][C@@H:17]1[CH2:21][NH:20][CH2:19][C@H:18]1[CH2:22][NH:23][C:24](=[O:33])[O:25][CH2:26][C:27]1[CH:32]=[CH:31][CH:30]=[CH:29][CH:28]=1>CCO>[C:27]1([CH2:26][O:25][C:24](=[O:33])[NH:23][CH2:22][C@H:18]2[C@H:17]([OH:16])[CH2:21][N:20]([CH2:2][CH2:1][C:3]3[C:12]4[C:7](=[CH:8][CH:9]=[C:10]([O:13][CH3:14])[N:11]=4)[N:6]=[CH:5][C:4]=3[F:15])[CH2:19]2)[CH:32]=[CH:31][CH:30]=[CH:29][CH:28]=1. Procedure details: To a stirred solution of 8-ethenyl-7-fluoro-2-(methyloxy)-1,5-naphthyridine (2.55 g, 12.5 mmole) in EtOH (10 mL) was added phenylmethyl(±)-{[trans-4-hydroxy-3-pyrrolidinyl]methyl}carbamate (3.12 g, 12.5 mmole). After 24 h at 80° C. the reaction contents were purified on silica (CHCl3/MeOH, 9:1 containing 5% NH4OH) affording the title compound (5.56 g, 98%) as a light yellow foam: LC-MS (ES) m/e 455 (M+H)+. Starting materials: COC(=O)C=1C=C2CCC(=C(C2=CC1)C1=CC=CC=C1)C(NCC1=CC=CC=C1)C (1-phenyl-2-[methyl(phenylmethyl)aminomethyl]-3,4-dihydronaphthalene-6-carboxylic acid methyl ester), Cl (hydrochloric acid). Reagents/catalysts: [Pd] (palladium on charcoal). The solvent is CO (methyl alcohol). Conditions: temperature 50 celsius, time 18 hour. The product is C1(=CC=CC=C1)C1C(CCC2=CC(=CC=C12)C(=O)OC)CNC (Methyl 1-phenyl-2-(methylaminomethyl)-1,2,3,4-tetrahydronaphthalene-6-carboxylate). Isolated yield 106.8%. Reaction SMILES: [CH3:1][O:2][C:3]([C:5]1[CH:6]=[C:7]2[C:12](=[CH:13][CH:14]=1)[C:11]([C:15]1[CH:20]=[CH:19][CH:18]=[CH:17][CH:16]=1)=[C:10]([CH:21](C)[NH:22][CH2:23]C1C=CC=CC=1)[CH2:9][CH2:8]2)=[O:4].Cl>[Pd].CO>[C:15]1([CH:11]2[C:12]3[C:7](=[CH:6][C:5]([C:3]([O:2][CH3:1])=[O:4])=[CH:14][CH:13]=3)[CH2:8][CH2:9][CH:10]2[CH2:21][NH:22][CH3:23])[CH:16]=[CH:17][CH:18]=[CH:19][CH:20]=1. Procedure: To a mixture of 1-phenyl-2-[methyl(phenylmethyl)aminomethyl]-3,4-dihydronaphthalene-6-carboxylic acid methyl ester (4.20 g), methyl alcohol (120 cm3) and hydrochloric acid (5 M, 2.4 cm3) was added palladium on charcoal (5%, 500 mg). The resulting suspension was stirred at 50° C. under a hydrogen atmosphere (5 atm) for 18 h. Upon cooling the mixture was filtered through a pad of Dicalite® and the solvent was evaporated under reduced pressure to afford the title compound (3.49 g, 95%) as a white p... Starting materials: O1COC2=C1C=CC(=C2)OC2=C(C(=O)O)C=C(C=N2)F (2-(benzo[1,3]dioxol-5-yloxy)-5-fluoro-nicotinic acid), COC(COC1=CC(=C(C=C1)CN)F)=O ((4-aminomethyl-3-fluoro-phenoxy)-acetic acid methyl ester), C(C)(C)(C)OC(C(C)OC1=CC(=C(C=C1)CN)F)=O ((±)-2-(4-aminomethyl-3-fluoro-phenoxy)-propionic acid tert-butyl ester), O1COC2=C1C=CC(=C2)OC2=C(C(=O)O)C=CC=N2 (2-(benzo-[1,3]-dioxol-5-yloxy)-nicotinic acid). Yields the product C(C)(C)(C)OC(C(C)OC1=CC(=C(C=C1)CNC(=O)C=1C(=NC=C(C1)F)OC1=CC2=C(OCO2)C=C1)F)=O ((±)-2-[4-({[2-(Benzo[1,3]dioxol-5-yloxy)-5-fluoro-pyridine-3-carbonyl]-amino}-methyl)-3-fluoro-phenoxy]-propionic acid tert-butyl ester). RXN SMILES: [O:1]1[C:5]2[CH:6]=[CH:7][C:8]([O:10][C:11]3[N:19]=[CH:18][C:17]([F:20])=[CH:16][C:12]=3[C:13]([OH:15])=O)=[CH:9][C:4]=2[O:3][CH2:2]1.[C:21]([O:25][C:26](=[O:39])[CH:27]([O:29][C:30]1[CH:35]=[CH:34][C:33]([CH2:36][NH2:37])=[C:32]([F:38])[CH:31]=1)[CH3:28])([CH3:24])([CH3:23])[CH3:22].O1C2C=CC(OC3N=CC=CC=3C(O)=O)=CC=2OC1.COC(=O)COC1C=CC(CN)=C(F)C=1>>[C:21]([O:25][C:26](=[O:39])[CH:27]([O:29][C:30]1[CH:35]=[CH:34][C:33]([CH2:36][NH:37][C:13]([C:12]2[C:11]([O:10][C:8]3[CH:7]=[CH:6][C:5]4[O:1][CH2:2][O:3][C:4]=4[CH:9]=3)=[N:19][CH:18]=[C:17]([F:20])[CH:16]=2)=[O:15])=[C:32]([F:38])[CH:31]=1)[CH3:28])([CH3:22])([CH3:23])[CH3:24]. Procedure details: The compound of Formula (5.0.26) was prepared in a manner analogous to that described in Preparation 20, substituting 2-(benzo[1,3]dioxol-5-yloxy)-5-fluoro-nicotinic acid and (±)-2-(4-aminomethyl-3-fluoro-phenoxy)-propionic acid tert-butyl ester for the corresponding 2-(benzo-[1,3]-dioxol-5-yloxy)-nicotinic acid and (4-aminomethyl-3-fluoro-phenoxy)-acetic acid methyl ester materials, respectively. The product is C(C1=CC=CC=C1)(=O)C1=C(OC=2C1=C(C(=CC2)OC2=NC(=CC(=N2)OC)OC)C(=O)[O-])C(F)(F)F.[Na+] (Sodium 3-Benzoyl-5-(4,6-dimethoxypyrimidin-2-yl)oxy-2-trifluoromethylbenzofuran-4-carboxylate). As a reaction SMILES: [H-].[Na+:2].[C:3]([C:11]1[C:15]2=[C:16]([C:21]([OH:23])=[O:22])[C:17]([OH:20])=[CH:18][CH:19]=[C:14]2[O:13][C:12]=1[C:24]([F:27])([F:26])[F:25])(=[O:10])[C:4]1[CH:9]=[CH:8][CH:7]=[CH:6][CH:5]=1.[CH3:28][O:29][C:30]1[CH:35]=[C:34]([O:36][CH3:37])[N:33]=[C:32](S(C)(=O)=O)[N:31]=1.O>CN(C)C=O>[C:3]([C:11]1[C:15]2=[C:16]([C:21]([O-:23])=[O:22])[C:17]([O:20][C:32]3[N:33]=[C:34]([O:36][CH3:37])[CH:35]=[C:30]([O:29][CH3:28])[N:31]=3)=[CH:18][CH:19]=[C:14]2[O:13][C:12]=1[C:24]([F:27])([F:25])[F:26])(=[O:10])[C:4]1[CH:5]=[CH:6][CH:7]=[CH:8][CH:9]=1.[Na+:2] |f:0.1,6.7|. Reaction conditions: time 1 hour. Yield: 40.5%. Solvent: CN(C=O)C (N,N-dimethylformamide). Starting materials: O (water), [H-].[Na+] (sodium hydride), COC1=NC(=NC(=C1)OC)S(=O)(=O)C (4,6-dimethoxy-2-methylsulfonylpyrimidine), C(C1=CC=CC=C1)(=O)C1=C(OC=2C1=C(C(=CC2)O)C(=O)O)C(F)(F)F (3-benzoyl-5-hydroxy-2-trifluoromethylbenzofuran-4-carboxylic acid). Reported procedure: While stirring 0.35 g of sodium hydride in 30 ml of N,N-dimethylformamide at room temperature, 1.73 g of 3-benzoyl-5-hydroxy-2-trifluoromethylbenzofuran-4-carboxylic acid was gradually added thereto. After completion of the addition, the mixture was further stirred for one hour. While stirring this mixture at room temperature, 1.08 g of 4,6-dimethoxy-2-methylsulfonylpyrimidine was added thereto, and then the mixture was stirred at 70° C. for 3 hours. The mixture was returned to room temperature ... Reaction SMILES: [Cl:19][c:20]1[c:21]([C:27](=[O:28])[OH:29])[n:22][cH:23][c:24]([Cl:26])[n:25]1.[NH2:1][c:2]1[cH:3][cH:4][c:5]([F:18])[c:6]([C:8]2([CH3:17])[N:9]=[C:10]([NH2:16])[O:11][CH2:12][C:13]2([F:14])[F:15])[cH:7]1>>[NH:1]([c:2]1[cH:3][cH:4][c:5]([F:18])[c:6]([C:8]2([CH3:17])[N:9]=[C:10]([NH2:16])[O:11][CH2:12][C:13]2([F:14])[F:15])[cH:7]1)[C:27]([c:21]1[c:20]([Cl:19])[n:25][c:24]([Cl:26])[cH:23][n:22]1)=[O:28]. The product is CC1(c2cc(NC(=O)c3ncc(Cl)nc3Cl)ccc2F)N=C(N)OCC1(F)F. Starting materials: O=C(O)c1ncc(Cl)nc1Cl, CC1(c2cc(N)ccc2F)N=C(N)OCC1(F)F. Reactants: C(=O)(O)[O-].[Na+] (NaHCO3), BrC1=CC2=C(CCN(CC2C)C(C(F)(F)F)=O)N=C1 (3-bromo-5-methyl-7-(trifluoroacetyl)-6,7,8,9-tetrahydro-5H-pyrido[2,3-d]azepine), C(=O)([O-])[O-].[K+].[K+] (K2CO3), CO (MeOH). The solvent is O (H2O), C(Cl)Cl (DCM). Reaction conditions: time 16 hour. The product is BrC1=CC2=C(CCNCC2C)N=C1 (3-bromo-5-methyl-6,7,8,9-tetrahydro-5H-pyrido[2,3-d]azepine). The yield is 38.8%. RXN SMILES: [Br:1][C:2]1[CH:19]=[N:18][C:5]2[CH2:6][CH2:7][N:8](C(=O)C(F)(F)F)[CH2:9][CH:10]([CH3:11])[C:4]=2[CH:3]=1.C([O-])([O-])=O.[K+].[K+].CO.C([O-])(O)=O.[Na+]>C(Cl)Cl.O>[Br:1][C:2]1[CH:19]=[N:18][C:5]2[CH2:6][CH2:7][NH:8][CH2:9][CH:10]([CH3:11])[C:4]=2[CH:3]=1 |f:1.2.3,5.6|. Procedure details: A mixture of 5-methyl-7-(trifluoroacetyl)-6,7,8,9-tetrahydro-5H-pyrido[2,3-d]azepin-3-amine (490 mg, 1.80 mmol), tBuNO2 (315 μl, 2.70 mmol), CuBr2 (481 mg, 2.20 mmol) and MeCN (10 ml) was heated to 70° C. for 5 h. The reaction mixture was parted between H2O and EtOAc, the organic layer was dried and then concentrated in vacuo. The resulting residue was purified by column chromatography to yield 100 mg (16%) of 3-bromo-5-methyl-7-(trifluoroacetyl)-6,7,8,9-tetrahydro-5H-pyrido[2,3-d]azepine. 1H-NM... The reactants are NC1=NC2=CC=C(C=C2C1(O)C1=CC=CC=C1)Cl (2-Amino-5-chloro-3-phenyl-3H-indol-3-ol), BrCCCCBr (1,4-dibromobutane). Isolated yield 30.1%. Product: ClC1=CC=2C(C=3N(C2C=C1)CCCCN3)(O)C3=CC=CC=C3 (9-Chloro-11-phenyl-2,4,5,11-tetrahydro-3H-1,3-diazepino[1,2-a]indol-11-ol). Reported procedure: 2-Amino-5-chloro-3-phenyl-3H-indol-3-ol (5.16 g) was heated under reflux with 1,4-dibromobutane (4.32 g) for 24 hours. After cooling the solid was filtered off affording 1.88 g of the title compound as its hydrobromide, m.p. 298°-300°C (decomp.) after recrystallization from methanol/ethyl acetate. Reaction SMILES: [NH2:1][C:2]1[C:10]([C:12]2[CH:17]=[CH:16][CH:15]=[CH:14][CH:13]=2)([OH:11])[C:9]2[C:4](=[CH:5][CH:6]=[C:7]([Cl:18])[CH:8]=2)[N:3]=1.Br[CH2:20][CH2:21][CH2:22][CH2:23]Br>>[Cl:18][C:7]1[CH:6]=[CH:5][C:4]2[N:3]3[CH2:20][CH2:21][CH2:22][CH2:23][N:1]=[C:2]3[C:10]([C:12]3[CH:17]=[CH:16][CH:15]=[CH:14][CH:13]=3)([OH:11])[C:9]=2[CH:8]=1. Reactants: BrC=1C=C(C=CC1)C1(COCC(N1)=O)C ((RS)-5-(3-bromo-phenyl)-5-methyl-morpholin-3-one), [I-] (iodide), CN[C@H]1[C@@H](CCCC1)NC (trans-N,N′-dimethyl-1,2-cyclohexandiamine), [I-].[Na+] (sodium iodide). Run in O1CCOCC1 (dioxane). Reaction conditions: temperature 110 celsius. Yields the product IC=1C=C(C=CC1)C1(COCC(N1)=O)C ((RS)-5-(3-iodo-phenyl)-5-methyl-morpholin-3-one). Reaction SMILES: Br[C:2]1[CH:3]=[C:4]([C:8]2([CH3:15])[NH:13][C:12](=[O:14])[CH2:11][O:10][CH2:9]2)[CH:5]=[CH:6][CH:7]=1.[I-:16].CN[C@@H]1CCCC[C@H]1NC.[I-].[Na+]>O1CCOCC1>[I:16][C:2]1[CH:3]=[C:4]([C:8]2([CH3:15])[NH:13][C:12](=[O:14])[CH2:11][O:10][CH2:9]2)[CH:5]=[CH:6][CH:7]=1 |f:3.4|. Procedure details: A mixture of (RS)-5-(3-bromo-phenyl)-5-methyl-morpholin-3-one (X-1) (2.0 g), cupper(I) iodide (72 mg), trans-N,N′-dimethyl-1,2-cyclohexandiamine (105 mg), and sodium iodide (2.22 g) in dioxane (20 ml) was heated at 110° C. over the weekend. The reaction mixture was evaporated at reduced pressure and the residue directly transferred to column chromatography on silica using a gradient of dichloromethane/methanol=100/0 to 75/25 as the eluent. The (RS)-5-(3-iodo-phenyl)-5-methyl-morpholin-3-one was ...